From a dataset of the Open Reaction Database (ORD), a public repository of structured organic reaction records. describe an organic reaction: reactants, conditions, products, and yield The reactants are C([O-])([O-])=O.[K+].[K+] (potassium carbonate), C1(=CC=C(C=C1)C1=CC=C(C=C1)O)O (4,4'-biphenol), [N+](=O)([O-])C=1C=C(C(C#N)=CC1)C#N (4-nitrophthalonitrile), C([O-])([O-])=O.[K+].[K+] (potassium carbonate), Cl (hydrochloric acid). Solvent: CS(=O)C (dimethyl sulfoxide). Run at time 24 hour. Yields the product C(#N)C=1C=C(OC2=CC=C(C=C2)C2=CC=C(C=C2)OC2=CC(=C(C=C2)C#N)C#N)C=CC1C#N (4,4'-Bis (3,4-Dicyanophenoxy) Biphenyl). The yield is 94.6%. RXN SMILES: [C:1]1(O)[CH:6]=[CH:5][C:4]([C:7]2[CH:12]=[CH:11][C:10]([OH:13])=[CH:9][CH:8]=2)=[CH:3][CH:2]=1.[N+]([C:18]1[CH:19]=[C:20]([C:26]#[N:27])[C:21](=[CH:24][CH:25]=1)[C:22]#[N:23])([O-])=O.[C:28](=[O:31])([O-])[O-].[K+].[K+].Cl>CS(C)=O>[C:26]([C:20]1[CH:19]=[C:18]([CH:25]=[CH:24][C:21]=1[C:22]#[N:23])[O:13][C:10]1[CH:11]=[CH:12][C:7]([C:4]2[CH:5]=[CH:6][C:1]([O:31][C:28]3[CH:25]=[CH:24][C:21]([C:22]#[N:23])=[C:20]([C:26]#[N:27])[CH:19]=3)=[CH:2][CH:3]=2)=[CH:8][CH:9]=1)#[N:27] |f:2.3.4|. Procedure: A mixture containing 4,4'-biphenol 2 (5.0 g, 0.027 mol), 4-nitrophthalonitrile 3 (9.7 g, 0.056 mol) and anhydrous potassium carbonate (9.6 g, 0.070 mol) in 60 ml of dry dimethyl sulfoxide was stirred at room temperature for 24 hours. The potassium carbonate was added in three portions. At this point, the reaction mixture was slowly poured into cold, dilute hydrochloric acid (200 ml). The crude precipitate was isolated by suction filtration, washed with water until neutral and dried. Purification... Reactants: CS(C)=O, C[S+](C)(C)=O, CCOC(=O)C=Cc1ccc(F)c2nn(C)cc12, [H-], [I-], [Na+], O. The product is CCOC(=O)C1CC1c1ccc(F)c2nn(C)cc12. Reaction SMILES: [CH3:28][S:29](=[O:30])[CH3:31].[CH3:4][S+:5]([CH3:6])([CH3:7])=[O:8].[F:9][c:10]1[cH:11][cH:12][c:13]([CH:20]=[CH:21][C:22](=[O:23])[O:24][CH2:25][CH3:26])[c:14]2[cH:15][n:16]([CH3:19])[n:17][c:18]12.[H-:1].[I-:3].[Na+:2].[OH2:27]>>[CH2:4]1[CH:20]([c:13]2[cH:12][cH:11][c:10]([F:9])[c:18]3[c:14]2[cH:15][n:16]([CH3:19])[n:17]3)[CH:21]1[C:22](=[O:23])[O:24][CH2:25][CH3:26]. Reactants: [K] (potassium), C(C1=CC=C(C(=O)[O-])C=C1)(=O)[O-] (terephthalate), C(=O)=O (dry ice). Run in O (water). Product: C(C1=CC=C(C(=O)O)C=C1)(=O)O (terephthalic acid). As a reaction SMILES: [K].[C:2]([O-:13])(=[O:12])[C:3]1[CH:11]=[CH:10][C:6]([C:7]([O-:9])=[O:8])=[CH:5][CH:4]=1.C(=O)=O>O>[C:2]([OH:13])(=[O:12])[C:3]1[CH:11]=[CH:10][C:6]([C:7]([OH:9])=[O:8])=[CH:5][CH:4]=1 |^1:0|. Procedure: 0.22 grams of a potassium salt of terephthalate was dissolved in 10.5 grams of deionized water in a 20 ml vial, and 5 grams of dry ice was added directly, and the vial was loosely capped. After two to three minutes, the solution became cloudy, and soon a large quantity of flocculent terephthalic acid precipitate was formed. After filtration, about 40% of the theoretical yield of terephthalic acid was recovered. The filtrate was a clear solution of potassium salts. The pH increased from about 6 w... The reactants are CI (methyl iodide), C([O-])([O-])=O.[K+].[K+] (potassium carbonate), CC(=O)C (acetone), NC=1C(=C2C(=NC1Br)N=C(N2O)C(F)(F)F)Br (6-Amino-5,7-dibromo-2-trifluoromethyl-1-hydroxy-1H-imidazo(4,5-b)pyridine). Solvent: CCOCC (ether). The product is CON1C(=NC2=NC(=C(C(=C21)Br)N)Br)C(F)(F)F (1-METHOXY-6-AMINO-5,7-DIBROMO-2-(TRIFLUOROMETHYL)-1H-IMIDAZO(4,5-b)PYRIDINE). As a reaction SMILES: [NH2:1][C:2]1[C:3]([Br:17])=[C:4]2[N:11]([OH:12])[C:10]([C:13]([F:16])([F:15])[F:14])=[N:9][C:5]2=[N:6][C:7]=1[Br:8].CI.[C:20](=O)([O-])[O-].[K+].[K+].CC(C)=O>CCOCC>[CH3:20][O:12][N:11]1[C:4]2[C:5](=[N:6][C:7]([Br:8])=[C:2]([NH2:1])[C:3]=2[Br:17])[N:9]=[C:10]1[C:13]([F:14])([F:16])[F:15] |f:2.3.4|. Procedure details: 6-Amino-5,7-dibromo-2-trifluoromethyl-1-hydroxy-1H-imidazo(4,5-b)pyridine (1 gram) was mixed and stirred for two hours with 2 milliliters of methyl iodide, 2 grams of potassium carbonate, and 10 milliliters of acetone. The reaction mixture was then diluted with about 80 milliliters of ether and washed with five 15-milliliter portions of water. The ether layer was dried over magnesium sulfate and filtered with carbon, and the ether removed on a rotary evaporator. The resulting 1-methoxy-6-amino-5...